Task: describe an organic reaction: reactants, conditions, products, and yield. Dataset: the Open Reaction Database (ORD), a public repository of structured organic reaction records The reactants are O=C([O-])O, CSc1cc(C(CC2CCOCC2)c2ccc(-c3ncc(CO)s3)[nH]2)nn1C, CO, [Na+], C1CCOC1, O. Yields the product Cn1nc(C(CC2CCOCC2)c2ccc(-c3ncc(CO)s3)[nH]2)cc1S(C)(=O)=O. Reaction SMILES: [C:35](=[O:36])([O-:37])[OH:38].[CH3:1][n:2]1[n:3][c:4]([CH:9]([CH2:10][CH:11]2[CH2:12][CH2:13][O:14][CH2:15][CH2:16]2)[c:17]2[cH:18][cH:19][c:20](-[c:22]3[s:23][c:24]([CH2:27][OH:28])[cH:25][n:26]3)[nH:21]2)[cH:5][c:6]1[S:7][CH3:8].[CH3:40][OH:41].[Na+:39].[O:30]1[CH2:31][CH2:32][CH2:33][CH2:34]1.[OH2:29]>>[CH3:1][n:2]1[n:3][c:4]([CH:9]([CH2:10][CH:11]2[CH2:12][CH2:13][O:14][CH2:15][CH2:16]2)[c:17]2[cH:18][cH:19][c:20](-[c:22]3[s:23][c:24]([CH2:27][OH:28])[cH:25][n:26]3)[nH:21]2)[cH:5][c:6]1[S:7]([CH3:8])(=[O:29])=[O:30]. The reactants are BrC1=NC=CC=C1C(CCO)O (1-(2-bromopyridin-3-yl)propane-1,3-diol), C(C)(C)(C)O[K] (tBuOK). The solvent is CC(C)(C)O (tBuOH). Run at temperature 80 celsius, time 90 minute. Product: O1CCC(C=2C1=NC=CC2)O (3,4-dihydro-2H-pyrano[2,3-b]pyridin-4-ol). Reaction SMILES: Br[C:2]1[C:7]([CH:8]([OH:12])[CH2:9][CH2:10][OH:11])=[CH:6][CH:5]=[CH:4][N:3]=1.C(O[K])(C)(C)C>CC(O)(C)C>[O:11]1[C:2]2=[N:3][CH:4]=[CH:5][CH:6]=[C:7]2[CH:8]([OH:12])[CH2:9][CH2:10]1. Procedure: A mixture of 1-(2-bromopyridin-3-yl)propane-1,3-diol (40.9 mmol) (Bioorg. Med. Chem. Lett., 20(9), 2938-2941, 2010) and tBuOK (123 mmol) in 164 mL tBuOH was stirred for 90 min at 80° C. The reaction mixture was then concentrated in vacuo, taken up in H2O and extracted with EtOAc and DCM. The combined organic layers were dried over MgSO4 and concentrated in vacuo. Purification by CC (KP-SIL™ from Biotage) using DCM/MeOH (1-5%) gives the desired product as brown oil; The reactants are ClC1=NC=C(C(=O)NC2=CC=C(C=C2)OC(F)(F)Cl)C=C1C1=CC=NN1C1OCCCC1 (6-chloro-N-(4-(chlorodifluoromethoxy)phenyl)-5-(1-(tetrahydro-2H-pyran-2-yl)-1H-pyrazol-5-yl)nicotinamide), C12(CNCC2C1)NC(OC(C)(C)C)=O (tert-butyl 3-azabicyclo[3.1.0]hexan-1-ylcarbamate). Yields the product NC12CN(CC2C1)C1=NC=C(C(=O)NC2=CC=C(C=C2)OC(F)(F)Cl)C=C1C1=CC=NN1 (6-(1-Amino-3-azabicyclo[3.1.0]hexan-3-yl)-N-(4-(chlorodifluoromethoxy)phenyl)-5-(1H-pyrazol-5-yl)nicotinamide). RXN SMILES: Cl[C:2]1[C:21]([C:22]2[N:26](C3CCCCO3)[N:25]=[CH:24][CH:23]=2)=[CH:20][C:5]([C:6]([NH:8][C:9]2[CH:14]=[CH:13][C:12]([O:15][C:16]([Cl:19])([F:18])[F:17])=[CH:11][CH:10]=2)=[O:7])=[CH:4][N:3]=1.[C:33]12([NH:39]C(=O)OC(C)(C)C)[CH2:38][CH:37]1[CH2:36][NH:35][CH2:34]2>>[NH2:39][C:33]12[CH2:38][CH:37]1[CH2:36][N:35]([C:2]1[C:21]([C:22]3[NH:26][N:25]=[CH:24][CH:23]=3)=[CH:20][C:5]([C:6]([NH:8][C:9]3[CH:10]=[CH:11][C:12]([O:15][C:16]([Cl:19])([F:18])[F:17])=[CH:13][CH:14]=3)=[O:7])=[CH:4][N:3]=1)[CH2:34]2. Procedure details: The title compound was prepared in an analogous fashion to that described in Example 33 using 6-chloro-N-(4-(chlorodifluoromethoxy)phenyl)-5-(1-(tetrahydro-2H-pyran-2-yl)-1H-pyrazol-5-yl)nicotinamide (Stage 48.2) and tert-butyl 3-azabicyclo[3.1.0]hexan-1-ylcarbamate to afford an off-white foam. HPLC (Condition 4) tR=4.32 min, UPLC-MS (Condition 3) tR=0.79 min, m/z=461.1 [M+H]+.